From a dataset of the Open Reaction Database (ORD), a public repository of structured organic reaction records. describe an organic reaction: reactants, conditions, products, and yield Starting materials: COC(=O)c1ccc2oc3ccc(S(C)(=O)=NC(N)=O)cc3c(=O)c2c1, CN(C)C=O, ClC(Cl)Cl. Yields the product CS(=O)(=NC(N)=O)c1ccc2oc3ccc(C(=O)O)cc3c(=O)c2c1. As a reaction SMILES: [C:1]([NH2:2])(=[O:3])[N:4]=[S:5](=[O:6])([CH3:7])[c:8]1[cH:9][cH:10][c:11]2[o:12][c:13]3[cH:14][cH:15][c:16]([C:23](=[O:24])[O:25][CH3:26])[cH:17][c:18]3[c:19](=[O:22])[c:20]2[cH:21]1.[CH3:27][N:28]([CH3:29])[CH:30]=[O:31].[CH:32]([Cl:33])([Cl:34])[Cl:35]>>[C:1]([NH2:2])(=[O:3])[N:4]=[S:5](=[O:6])([CH3:7])[c:8]1[cH:9][cH:10][c:11]2[o:12][c:13]3[cH:14][cH:15][c:16]([C:23](=[O:24])[OH:25])[cH:17][c:18]3[c:19](=[O:22])[c:20]2[cH:21]1. Starting materials: solution, CC(C)C[AlH]CC(C)C (DIBAL), C1(=CC=CC=C1)C (toluene), C(C)OC(C(C(=O)OCC)(CCC(C)C)C)=O (2-methyl-2-(3-methyl-butyl)-malonic acid diethyl ester). Run in ClCCl (dichloromethane). Conditions: temperature -78 celsius, time 4 hour. Product: C(C)OC(C(CCC(C)C)(C)C=O)=O (2-formyl-2,5-dimethyl-hexanoic acid ethyl ester). Isolated yield 36.5%. Reaction SMILES: [CH2:1]([O:3][C:4](=[O:17])[C:5]([CH3:16])([CH2:11][CH2:12][CH:13]([CH3:15])[CH3:14])[C:6](OCC)=[O:7])[CH3:2].CC(C[AlH]CC(C)C)C.C1(C)C=CC=CC=1>ClCCl>[CH2:1]([O:3][C:4](=[O:17])[C:5]([CH:6]=[O:7])([CH3:16])[CH2:11][CH2:12][CH:13]([CH3:14])[CH3:15])[CH3:2]. Procedure: A solution of 2-methyl-2-(3-methyl-butyl)-malonic acid diethyl ester (500 mg, 2.05 mmol) in anhydrous dichloromethane (4 mL) was stirred at −78° C. under a blanket of nitrogen and treated dropwise via syringe with a 1.0 M solution of DIBAL in toluene (4.1 mL, 4.1 mmol) over a period of 15 min. The reaction was stirred for 4 h at −78° C. and quenched sequentially with a saturated aqueous ammonium chloride solution (3 mL) and a 4% aqueous hydrochloric acid solution (3 mL). The resulting gelatinous... Reactants: C(C)(C)(C)OC(=O)N(C(=O)OC(C)(C)C)CC=1C=C(C=CC1)Br (3-(di-(t-butoxycarbonyl)aminomethyl)bromobenzene), CC(C)([O-])C.[K+] (potassium t-butoxide), NC1=NC=CC(=C1)C (2-amino-4-methylpyridine), C1(=CC=CC=C1)C (toluene). Reagents/catalysts: C=1C=CC(=CC1)/C=C/C(=O)/C=C/C2=CC=CC=C2.C=1C=CC(=CC1)/C=C/C(=O)/C=C/C2=CC=CC=C2.C=1C=CC(=CC1)/C=C/C(=O)/C=C/C2=CC=CC=C2.[Pd].[Pd] (tris(dibenzylideneacetone)dipalladium), C1(=CC=CC=C1)P(C1=CC=CC=C1)[C-]1C=CC=C1.[CH-]1C=CC=C1.[Fe+2] (diphenylphosphinoferrocene). Solvent: O (water), C(C)(=O)OCC (Ethyl acetate). Reaction conditions: temperature 80 celsius. Product: C(C)(C)(C)OC(=O)NCC=1C=C(C=CC1)NC1=NC=CC(=C1)C (2-(3-(t-butoxycarbonylaminomethyl)phenylamino)-4-methylpyridine). Yield: 13.8%. RXN SMILES: C(OC([N:8]([CH2:16][C:17]1[CH:18]=[C:19](Br)[CH:20]=[CH:21][CH:22]=1)[C:9]([O:11][C:12]([CH3:15])([CH3:14])[CH3:13])=[O:10])=O)(C)(C)C.CC(C)([O-])C.[K+].[NH2:30][C:31]1[CH:36]=[C:35]([CH3:37])[CH:34]=[CH:33][N:32]=1.C1(C)C=CC=CC=1>C1C=CC(/C=C/C(/C=C/C2C=CC=CC=2)=O)=CC=1.C1C=CC(/C=C/C(/C=C/C2C=CC=CC=2)=O)=CC=1.C1C=CC(/C=C/C(/C=C/C2C=CC=CC=2)=O)=CC=1.[Pd].[Pd].C1(P([C-]2C=CC=C2)C2C=CC=CC=2)C=CC=CC=1.[CH-]1C=CC=C1.[Fe+2].O.C(OCC)(=O)C>[C:12]([O:11][C:9]([NH:8][CH2:16][C:17]1[CH:18]=[C:19]([NH:30][C:31]2[CH:36]=[C:35]([CH3:37])[CH:34]=[CH:33][N:32]=2)[CH:20]=[CH:21][CH:22]=1)=[O:10])([CH3:13])([CH3:14])[CH3:15] |f:1.2,5.6.7.8.9,10.11.12|. Procedure: A mixture of 3-(di-(t-butoxycarbonyl)aminomethyl)bromobenzene (260 mg), tris(dibenzylideneacetone)dipalladium (42 mg), diphenylphosphinoferrocene (50 mg), potassium t-butoxide (102 mg), 2-amino-4-methylpyridine (108 mg) and toluene (10 ml) was heated under a nitrogen atmosphere at 80° C. for 22 h. Ethyl acetate and water were added to the reaction mixture. The organic layer was washed with a saturated aqueous sodium chloride solution, dried with anhydrous sodium sulfate and concentrated under re...